From a dataset of the Open Reaction Database (ORD), a public repository of structured organic reaction records. describe an organic reaction: reactants, conditions, products, and yield Starting materials: N(=O)[O-].[Na+] (sodium nitrite), Br (hydrobromic acid), NC=1SC2=C(N1)C(=CC=C2)Cl (2-amino-4-chlorobenzothiazole), Br (hydrobromic acid). The reagents and catalysts are [Cu]Br (copper (I) bromide). The solvent is O (water), O (water), O (water). Conditions: temperature 0 celsius, time 15 minute. Product: BrC=1SC2=C(N1)C(=CC=C2)Cl (2-bromo-4-chlorobenzothiazole). As a reaction SMILES: N[C:2]1[S:3][C:4]2[CH:10]=[CH:9][CH:8]=[C:7]([Cl:11])[C:5]=2[N:6]=1.N([O-])=O.[Na+].[BrH:16]>O.[Cu]Br>[Br:16][C:2]1[S:3][C:4]2[CH:10]=[CH:9][CH:8]=[C:7]([Cl:11])[C:5]=2[N:6]=1 |f:1.2|. Reported procedure: Slurry 2-amino-4-chlorobenzothiazole (0.255mol) in water (325 mL), heat to reflux and add 48% hydrobromic acid (130 mL). Maintain at reflux for 20 minutes, cool to 0° C. and add a solution of sodium nitrite (17.56g, 0.255mol) in water (90mL), maintaining a temperature of 0° C. Stir at 0° C. for 15 minutes and add by dropwise addition (while keeping cold) to a rapidly stirring mixture of copper (I) bromide (42.03g, 0.293mol) in 48% hydrobromic acid (86mL) and water (225mL). Stir at room temperatu... Starting materials: O=[N+]([O-])c1ccc(Br)c(O)c1, CO, [H][H], O=[N+]([O-])c1ccc(C(F)(F)F)c(O)c1. Reaction SMILES: [Br:15][c:16]1[cH:17][cH:18][c:19]([N+:20]([O-:21])=[O:22])[cH:23][c:24]1[OH:25].[CH3:28][OH:29].[H:26][H:27].[N+:1]([O-:2])(=[O:3])[c:4]1[cH:5][cH:6][c:7]([C:11]([F:12])([F:13])[F:14])[c:8]([OH:10])[cH:9]1>>[NH2:1][c:4]1[cH:5][cH:6][c:7]([C:11]([F:12])([F:13])[F:14])[c:8]([OH:10])[cH:9]1. The product is Nc1ccc(C(F)(F)F)c(O)c1. Reactants: CI, C1[C@@H](C[C@@H](CN1C(=O)OCc1ccccc1)C(=O)OC)O. Reagents/catalysts: c1ccc(cc1)-c2c3ccccc3cc4ccccc24 (9-Phenylanthracene), CN1CCOCC1 (NMM). Run in CC#N (MeCN). Run at temperature 25 celsius, time 18 hour. The product is CO[C@@H]1C[C@@H](CN(C1)C(=O)OCc2ccccc2)C(=O)OC. RXN SMILES: [CH3:1][O:2][C:3]([C@@H:5]1[CH2:11][N:10]([C:12]([O:14][CH2:15][c:16]2[cH:21][cH:20][cH:19][cH:18][cH:17]2)=[O:13])[CH2:9][C@H:7]([OH:8])[CH2:6]1)=[O:4].[CH3:22]I>>[CH3:22][O:8][C@H:7]1[CH2:9][N:10]([C:12]([O:14][CH2:15][c:16]2[cH:21][cH:20][cH:19][cH:18][cH:17]2)=[O:13])[CH2:11][C@@H:5]([C:3]([O:2][CH3:1])=[O:4])[CH2:6]1. Starting materials: O=C([O-])[O-], CN(C)C=O, ClCC=C(Cl)Cl, Cl, [K+], [K+], O=C1c2ccccc2C(=O)N1O. The product is O=C1c2ccccc2C(=O)N1OCC=C(Cl)Cl. As a reaction SMILES: [C:13](=[O:14])([O-:15])[O-:16].[CH3:26][N:27]([CH3:28])[CH:29]=[O:30].[Cl:19][C:20](=[CH:21][CH2:22][Cl:23])[Cl:24].[ClH:25].[K+:17].[K+:18].[OH:1][N:2]1[C:3](=[O:12])[c:4]2[c:5]([cH:8][cH:9][cH:10][cH:11]2)[C:6]1=[O:7]>>[O:1]([N:2]1[C:3](=[O:12])[c:4]2[c:5]([cH:8][cH:9][cH:10][cH:11]2)[C:6]1=[O:7])[CH2:22][CH:21]=[C:20]([Cl:19])[Cl:24]. Starting materials: [BH3-]C#N.[Na+] (NaCNBH3), NC1=NNC2=NC=NC(=C21)NC2=CC(=CC=C2)Cl (3-amino-4-(3-chloro-phenylamino)-1H-pyrazolo[3,4-d]pyrimidine), C(C)(=O)O (acetic acid), ClC=1C=C(C=O)C=CC1 (3-chloro-benzaldehyde). The solvent is CO (methanol), CN1CCN(C1=O)C (DMEU). The product is ClC=1C=C(CNC2=NNC3=NC=NC(=C32)NC3=CC(=CC=C3)Cl)C=CC1 (3-(3-Chloro-benzylamino)-4-(3-chloro-phenylamino)-1H-pyrazolo-[3,4-d]pyrimidine). As a reaction SMILES: [NH2:1][C:2]1[C:10]2[C:5](=[N:6][CH:7]=[N:8][C:9]=2[NH:11][C:12]2[CH:17]=[CH:16][CH:15]=[C:14]([Cl:18])[CH:13]=2)[NH:4][N:3]=1.C(O)(=O)C.[Cl:23][C:24]1[CH:25]=[C:26]([CH:29]=[CH:30][CH:31]=1)[CH:27]=O.[BH3-]C#N.[Na+]>CO.CN1C(=O)N(C)CC1>[Cl:23][C:24]1[CH:25]=[C:26]([CH:29]=[CH:30][CH:31]=1)[CH2:27][NH:1][C:2]1[C:10]2[C:5](=[N:6][CH:7]=[N:8][C:9]=2[NH:11][C:12]2[CH:17]=[CH:16][CH:15]=[C:14]([Cl:18])[CH:13]=2)[NH:4][N:3]=1 |f:3.4|. Reported procedure: Analogously to Example 21, 1.00 mmol of 3-amino-4-(3-chloro-phenylamino)-1H-pyrazolo[3,4-d]pyrimidine in 26 ml of methanol, 13 ml of DMEU and 3.0 mmol of acetic acid are first reacted with 3-chloro-benzaldehyde and then reduced with 7.00 mmol of NaCNBH3 (5-7 days). 3-(3-Chloro-benzylamino)-4-(3-chloro-phenylamino)-1H-pyrazolo-[3,4-d]pyrimidine is obtained; m.p. 158-163° C.; HPLC: TRet (Grad20-100)=12.4.